From a dataset of the Open Reaction Database (ORD), a public repository of structured organic reaction records. describe an organic reaction: reactants, conditions, products, and yield The reactants are ClC(=O)OCCl (chloromethyl chloroformate), ice, Cl.NCC(=O)OC(C)(C)C (tert-butyl glycinate, hydrochloride), C(C)(C)N(CC)C(C)C (diisopropylethylamine). The solvent is ClCCl (dichloromethane), ClCCl (dichloromethane). Conditions: time 2 hour. The product is C(C)(C)(C)OC(=O)CNC(OCCl)=O (Chloromethyl N-(tert-butoxycarbonylmethyl)-carbamate). Reaction SMILES: Cl[C:2]([O:4][CH2:5][Cl:6])=[O:3].Cl.[NH2:8][CH2:9][C:10]([O:12][C:13]([CH3:16])([CH3:15])[CH3:14])=[O:11].C(N(C(C)C)CC)(C)C>ClCCl>[C:13]([O:12][C:10]([CH2:9][NH:8][C:2](=[O:3])[O:4][CH2:5][Cl:6])=[O:11])([CH3:16])([CH3:15])[CH3:14] |f:1.2|. Procedure: A solution of chloromethyl chloroformate (1.69 g) in dichloromethane (5 ml) was added dropwise with stirring to an ice-cold solution of tert-butyl glycinate, hydrochloride (2.0 g) and diisopropylethylamine (3.7 g) in dichloromethane (20 ml). After stirring for a further 2 hours at room temperature, the mixture was extracted with ice-cold 0.5 M hydrochloric acid followed by water and aqueous sodium bicarbonate. Drying over magnesium sulfate and evaporation in vacuo gave the title compound as a co... Reactants: CC1=C(C(=O)O)C(c2cccc(Cl)c2)NC(=O)N1, CN(C)C=O, COC(=O)CNCC=Cc1ccccc1. Yields the product COC(=O)CN(CC=Cc1ccccc1)C(=O)C1=C(C)NC(=O)NC1c1cccc(Cl)c1. RXN SMILES: [Cl:1][c:2]1[cH:3][c:4]([CH:8]2[NH:9][C:10](=[O:18])[NH:11][C:12]([CH3:17])=[C:13]2[C:14](=[O:15])[OH:16])[cH:5][cH:6][cH:7]1.[O:34]=[CH:35][N:36]([CH3:37])[CH3:38].[c:19]1([CH:25]=[CH:26][CH2:27][NH:28][CH2:29][C:30](=[O:31])[O:32][CH3:33])[cH:20][cH:21][cH:22][cH:23][cH:24]1>>[Cl:1][c:2]1[cH:3][c:4]([CH:8]2[NH:9][C:10](=[O:18])[NH:11][C:12]([CH3:17])=[C:13]2[C:14](=[O:16])[N:28]([CH2:27][CH:26]=[CH:25][c:19]2[cH:20][cH:21][cH:22][cH:23][cH:24]2)[CH2:29][C:30](=[O:31])[O:32][CH3:33])[cH:5][cH:6][cH:7]1. Starting materials: [O-]S(=O)[O-].[Na+].[Na+] (Na2SO3), C(C1=CC=CC=C1)[C@H]1N(C(OC1)=O)C([C@@H](C(C)C)COCC1=CC=CC=C1)=O ((R)-4-benzyl-3-((S)-2-(benzyloxymethyl)-3-methylbutanoyl)oxazolidin-2-one), OO (H2O2), [Li+].[OH-] (LiOH), C(=O)(O)[O-].[Na+] (NaHCO3). The solvent is C1CCOC1.O (THF H2O). Reaction conditions: temperature 20 celsius, time 3 hour. Yields the product C(C1=CC=CC=C1)OC[C@@H](C(=O)O)C(C)C ((S)-2-(benzyloxymethyl)-3-methylbutanoic acid). The yield is 81.8%. Reaction SMILES: C([C@@H]1COC(=O)N1[C:14](=[O:28])[C@H:15]([CH2:19][O:20][CH2:21][C:22]1[CH:27]=[CH:26][CH:25]=[CH:24][CH:23]=1)[CH:16]([CH3:18])[CH3:17])C1C=CC=CC=1.OO.[Li+].[OH-].[O-:33]S([O-])=O.[Na+].[Na+].C([O-])(O)=O.[Na+]>C1COCC1.O>[CH2:21]([O:20][CH2:19][C@H:15]([CH:16]([CH3:17])[CH3:18])[C:14]([OH:28])=[O:33])[C:22]1[CH:23]=[CH:24][CH:25]=[CH:26][CH:27]=1 |f:2.3,4.5.6,7.8,9.10|. Reported procedure: To a solution of (R)-4-benzyl-3-((S)-2-(benzyloxymethyl)-3-methylbutanoyl)oxazolidin-2-one (127 g, 0.33 mol) in 3:1 THF/H2O (2 L), cooled in an ice bath, were added 30% aq H2O2 (235 mL, 2.07 mol) and LiOH (28 g, 0.66 mol). The mixture was stirred at 20° C. for 3 h, followed by cooling to 0° C. Then 1.5 M aq Na2SO3 (1.38 L, 3.83 mol) was added dropwise within 30 min. After addition of satd aq NaHCO3 (500 mL), volatiles were evaporated, and the aqueous phase was washed with Et2O (3×600 mL). The or... Reactants: CN(C)CCCC1c2ccccc2CCc2ccccc21, ClC1c2ccccc2CCc2ccccc21. Product: CNCCCC1c2ccccc2CCc2ccccc21. Reaction SMILES: [CH3:1][N:2]([CH2:3][CH2:4][CH2:5][CH:6]1[c:7]2[c:8]([cH:17][cH:18][cH:19][cH:20]2)[CH2:9][CH2:10][c:11]2[c:12]1[cH:13][cH:14][cH:15][cH:16]2)[CH3:21].[Cl:22][CH:23]1[c:24]2[cH:25][cH:26][cH:27][cH:28][c:29]2[CH2:30][CH2:31][c:32]2[cH:33][cH:34][cH:35][cH:36][c:37]21>>[CH3:1][NH:2][CH2:3][CH2:4][CH2:5][CH:6]1[c:7]2[c:8]([cH:17][cH:18][cH:19][cH:20]2)[CH2:9][CH2:10][c:11]2[c:12]1[cH:13][cH:14][cH:15][cH:16]2. The reactants are Cl.C1NC(CC2=CC=CC=C12)C(=O)OC (methyl 1,2,3,4-tetrahydro-3-isoquinolinecarboxylate hydrochloride), CC=1C=C(C(=O)O)C=C(C1)C (3,5-dimethylbenzoic acid), CN(CCCN=C=NCC)C (1-(3-dimethylaminopropyl)-3-ethylcarbodiimide). Run in C(C)(=O)OCC (ethyl acetate), CN(C)C=O (DMF). Conditions: time 2 hour. Yields the product CC=1C=C(C(=O)N2CC3=CC=CC=C3CC2C(=O)OC)C=C(C1)C (methyl N-(3,5-dimethylbenzoyl)-1,2,3,4-tetrahydro-3-isoquinolinecarboxylate). RXN SMILES: Cl.[CH2:2]1[C:11]2[C:6](=[CH:7][CH:8]=[CH:9][CH:10]=2)[CH2:5][CH:4]([C:12]([O:14][CH3:15])=[O:13])[NH:3]1.[CH3:16][C:17]1[CH:18]=[C:19]([CH:23]=[C:24]([CH3:26])[CH:25]=1)[C:20](O)=[O:21].CN(C)CCCN=C=NCC>CN(C=O)C.C(OCC)(=O)C>[CH3:16][C:17]1[CH:18]=[C:19]([CH:23]=[C:24]([CH3:26])[CH:25]=1)[C:20]([N:3]1[CH:4]([C:12]([O:14][CH3:15])=[O:13])[CH2:5][C:6]2[C:11](=[CH:10][CH:9]=[CH:8][CH:7]=2)[CH2:2]1)=[O:21] |f:0.1|. Procedure: A solution of methyl 1,2,3,4-tetrahydro-3-isoquinolinecarboxylate hydrochloride (2.0 g, 9 mmol) and 3,5-dimethylbenzoic acid (1.6 g, 10 mmol) in DMF (15 ml) is treated with 1-(3-dimethylaminopropyl)-3-ethylcarbodiimide (1.9 ml, 10 mmol). The reaction mixture is slowly warmed to r.t. and stirring continued for 2 hours. The homogeneous mixture is diluted with ethyl acetate (500 ml) and washed with three portions of water (200 ml). The organic layer is dried over magnesium sulfate, filtered and con... Reactants: FC1=CC2=C(C(CO2)=NO)C=C1 (6-fluoro-benzofuran-3-one oxime), [H][H] (hydrogen). The reagents and catalysts are [Ni] (Raney-Nickel). Run in O1CCCC1 (tetrahydrofuran), CO (methanol). Product: FC1=CC2=C(C(CO2)N)C=C1 (rac-6-Fluoro-2,3-dihydro-benzofuran-3-ylamine). The yield is 33.7%. RXN SMILES: [F:1][C:2]1[CH:12]=[CH:11][C:5]2[C:6](=[N:9]O)[CH2:7][O:8][C:4]=2[CH:3]=1.[H][H]>O1CCCC1.CO.[Ni]>[F:1][C:2]1[CH:12]=[CH:11][C:5]2[CH:6]([NH2:9])[CH2:7][O:8][C:4]=2[CH:3]=1. Procedure details: A mixture of the above described 6-fluoro-benzofuran-3-one oxime (5.38 g, 32 mmol; HPLC 1.489 min) and Raney-Nickel (2.4 g) in tetrahydrofuran (125 mL) and methanol (125 mL) was hydrogenated at 100 bar hydrogen-pressure at 50° C. for 18 h. Filtered the catalyst off, washed with methanol and tetrahydrofuran, all volatiles very removed in vacuum to give the crude product which was purified by Si—NH2 column chromatography with n-heptane/ethyl acetate to give the title compound as a light brown liqu...